From a dataset of the Open Reaction Database (ORD), a public repository of structured organic reaction records. describe an organic reaction: reactants, conditions, products, and yield Reactants: FC1=C(C[Mg]Br)C=CC=C1 ((o-fluorobenzyl)magnesium bromide), FC1=C(CBr)C=CC=C1 (o-fluorobenzyl bromide), [Mg] (magnesium), CC(C(C(=O)OCC)=O)C (ethyl 3-methyl-2-oxobutanoate), [NH4+].[Cl-] (NH4Cl). Run in C(C)OCC (diethyl ether), C(C)OCC (diethyl ether). Reaction conditions: temperature -78 celsius, time 30 minute. The product is C(C)(C)[C@](C(=O)O)(CC1=C(C=CC=C1)F)O ((2S)-2-Isopropyl-2-hydroxy-3-(2-fluorophenyl)propanoic acid). As a reaction SMILES: [F:1][C:2]1[CH:10]=[CH:9][CH:8]=[CH:7][C:3]=1[CH2:4][Mg]Br.FC1C=CC=CC=1CBr.[Mg].[CH3:21][CH:22]([CH3:30])[C:23](=[O:29])[C:24]([O:26]CC)=[O:25].[NH4+].[Cl-]>C(OCC)C>[CH:22]([C@@:23]([OH:29])([CH2:4][C:3]1[CH:7]=[CH:8][CH:9]=[CH:10][C:2]=1[F:1])[C:24]([OH:26])=[O:25])([CH3:30])[CH3:21] |f:4.5|. Procedure details: A solution of (o-fluorobenzyl)magnesium bromide in diethyl ether (100 mL), prepared from the corresponding o-fluorobenzyl bromide (9.45 g, 50.0 mmol) and magnesium turnings (1.32 g, 55.0 mmol), was added to a solution of ethyl 3-methyl-2-oxobutanoate (7.2 g, 50 mmol) in diethyl ether (50 mL) cooled at −78° C. After 30 min at −78° C., the reaction mixture was warmed to 0° C. and poured into saturated aqueous NH4Cl. The organic layer was washed with brine, dried and concentrated. The residue was d... Starting materials: C(#N)C1=CC=C(N)C=C1 (4-cyanoaniline), C(=O)O (formic acid). Yields the product C(#N)C1=CC=C(C=C1)NC=O (N-(4-Cyano-phenyl)-formamide). As a reaction SMILES: [C:1]([C:3]1[CH:9]=[CH:8][C:6]([NH2:7])=[CH:5][CH:4]=1)#[N:2].[CH:10](O)=[O:11]>>[C:1]([C:3]1[CH:9]=[CH:8][C:6]([NH:7][CH:10]=[O:11])=[CH:5][CH:4]=1)#[N:2]. Procedure details: Was prepared according to Example 2 from 4-cyanoaniline and formic acid.